From a dataset of the Open Reaction Database (ORD), a public repository of structured organic reaction records. describe an organic reaction: reactants, conditions, products, and yield The reactants are [Al+3], CCOC(C)=O, CCOC(=O)CC(C)(O)CC1CCCCC1, Cl, [H-], [H-], [H-], [H-], [Li+], C1CCOC1. Yields the product CC(O)(CCO)CC1CCCCC1. As a reaction SMILES: [Al+3:2].[CH3:23][CH2:24][O:25][C:26](=[O:27])[CH3:28].[CH:7]1([CH2:13][C:14]([CH2:15][C:16](=[O:17])[O:18][CH2:19][CH3:20])([CH3:21])[OH:22])[CH2:8][CH2:9][CH2:10][CH2:11][CH2:12]1.[ClH:29].[H-:1].[H-:4].[H-:5].[H-:6].[Li+:3].[O:30]1[CH2:31][CH2:32][CH2:33][CH2:34]1>>[CH:7]1([CH2:13][C:14]([CH2:15][CH2:16][OH:17])([CH3:21])[OH:22])[CH2:8][CH2:9][CH2:10][CH2:11][CH2:12]1. Starting materials: BrC1=C(C(=O)OCC)C=CC(=C1O)Br (Ethyl 2,4-dibromo-3-hydroxybenzoate), C([O-])([O-])=O.[K+].[K+] (potassium carbonate), ICC (iodoethane). Solvent: CN(C=O)C (N,N-dimethylformamide), CN(C=O)C (DMF). Conditions: temperature 85 celsius. The product is BrC1=C(C(=O)OCC)C=CC(=C1OCC)Br (ethyl 2,4-dibromo-3-ethoxybenzoate). Isolated yield 95.9%. As a reaction SMILES: [Br:1][C:2]1[C:12]([OH:13])=[C:11]([Br:14])[CH:10]=[CH:9][C:3]=1[C:4]([O:6][CH2:7][CH3:8])=[O:5].C(=O)([O-])[O-].[K+].[K+].I[CH2:22][CH3:23]>CN(C)C=O>[Br:1][C:2]1[C:12]([O:13][CH2:22][CH3:23])=[C:11]([Br:14])[CH:10]=[CH:9][C:3]=1[C:4]([O:6][CH2:7][CH3:8])=[O:5] |f:1.2.3|. Procedure: Ethyl 2,4-dibromo-3-hydroxybenzoate (50 g) was added to a stirred suspension of potassium carbonate (106.4 g) in dry N,N-dimethylformamide (DMF). A solution of iodoethane (25.7 g) in DMF was added over 18 minutes, and the resulting mixture was heated at 85° C. for 1.3 hours. The cooled mixture was poured onto water and extracted with ether. The extract was washed (brine solution), dried (anhydrous magnesium sulphate) and the solvent evaporated in vacuo to give ethyl 2,4-dibromo-3-ethoxybenzoate ... The reactants are [BH3-]C#N, CO, Nc1ccc2nc(C=CN3CCCC3)oc2c1, [Na+]. Product: Nc1ccc2nc(CCN3CCCC3)oc2c1. Reaction SMILES: [C:18]([BH3-:19])#[N:20].[CH3:22][OH:23].[N:1]1([CH:6]=[CH:7][c:8]2[o:9][c:10]3[c:11]([n:12]2)[cH:13][cH:14][c:15]([NH2:17])[cH:16]3)[CH2:2][CH2:3][CH2:4][CH2:5]1.[Na+:21]>>[N:1]1([CH2:6][CH2:7][c:8]2[o:9][c:10]3[c:11]([n:12]2)[cH:13][cH:14][c:15]([NH2:17])[cH:16]3)[CH2:2][CH2:3][CH2:4][CH2:5]1. Starting materials: CNC (dimethylamine), crude compound, C1(=CC=CC=C1)CCCCCCCC1=C(OCC2OC2)C=CC=C1 (2-[2-(7-phenylheptyl)phenoxymethyl]oxirane). Run in O1CCCC1 (tetrahydrofuran). Run at time 1 day. Product: CN(C)CC(COC1=C(C=CC=C1)CCCCCCCC1=CC=CC=C1)O (3-(N,N-Dimethylamino)-1-[2-(7-phenylheptyl)phenoxy]-2-propanol). The yield is 69.0%. Reaction SMILES: [CH3:1][NH:2][CH3:3].[C:4]1([CH2:10][CH2:11][CH2:12][CH2:13][CH2:14][CH2:15][CH2:16][C:17]2[CH:27]=[CH:26][CH:25]=[CH:24][C:18]=2[O:19][CH2:20][CH:21]2[CH2:23][O:22]2)[CH:9]=[CH:8][CH:7]=[CH:6][CH:5]=1>O1CCCC1>[CH3:1][N:2]([CH2:23][CH:21]([OH:22])[CH2:20][O:19][C:18]1[CH:24]=[CH:25][CH:26]=[CH:27][C:17]=1[CH2:16][CH2:15][CH2:14][CH2:13][CH2:12][CH2:11][CH2:10][C:4]1[CH:5]=[CH:6][CH:7]=[CH:8][CH:9]=1)[CH3:3]. Procedure: 1.0 ml of 50% by volume aqueous dimethylamine was added to a solution of 0.41 g of the crude compound containing 2-[2-(7-phenylheptyl)phenoxymethyl]oxirane [prepared as described in step (a) above]in 6 ml of tetrahydrofuran, and the mixture was stirred at room temperature for one day. At the end of this time, the solvent was removed by distillation under reduced pressure, and the resulting residue was purified by column chromatography through silica gel, using a 19:1 by volume mixture of methyle... Reactants: CCCCn1nc(C(C)(C)C)sc1=NC(=O)c1cc(Cl)ccc1OC, COc1ccc(P2(=S)SP(=S)(c3ccc(OC)cc3)S2)cc1, Cc1ccccc1. The product is CCCCn1nc(C(C)(C)C)sc1=NC(=S)c1cc(Cl)ccc1OC. Reaction SMILES: [CH2:1]([CH2:2][CH2:3][CH3:4])[n:5]1[c:6](=[N:14][C:15]([c:16]2[c:17]([O:23][CH3:24])[cH:18][cH:19][c:20]([Cl:22])[cH:21]2)=[O:25])[s:7][c:8]([C:10]([CH3:11])([CH3:12])[CH3:13])[n:9]1.[CH3:26][O:27][c:28]1[cH:29][cH:30][c:31]([P:32]2(=[S:35])[S:33][P:34]([c:36]3[cH:37][cH:38][c:39]([O:40][CH3:41])[cH:42][cH:43]3)(=[S:44])[S:45]2)[cH:46][cH:47]1.[CH3:48][c:49]1[cH:50][cH:51][cH:52][cH:53][cH:54]1>>[CH2:1]([CH2:2][CH2:3][CH3:4])[n:5]1[c:6](=[N:14][C:15]([c:16]2[c:17]([O:23][CH3:24])[cH:18][cH:19][c:20]([Cl:22])[cH:21]2)=[S:35])[s:7][c:8]([C:10]([CH3:11])([CH3:12])[CH3:13])[n:9]1. Reactants: CC#N, ClCCN1CCOCC1, Cl, [K+], [K+], O=C([O-])[O-], O=Cc1cccc(O)c1. Product: O=Cc1cccc(OCCN2CCOCC2)c1. RXN SMILES: [CH3:26][C:27]#[N:28].[Cl:17][CH2:18][CH2:19][N:20]1[CH2:21][CH2:22][O:23][CH2:24][CH2:25]1.[ClH:16].[K+:10].[K+:11].[O-:12][C:13]([O-:14])=[O:15].[OH:1][c:2]1[cH:3][c:4]([CH:5]=[O:6])[cH:7][cH:8][cH:9]1>>[O:1]([c:2]1[cH:3][c:4]([CH:5]=[O:6])[cH:7][cH:8][cH:9]1)[CH2:18][CH2:19][N:20]1[CH2:21][CH2:22][O:23][CH2:24][CH2:25]1. Reactants: NC1=NC=NN2C1=C(C=C2CCCO)C=2C=CC1=CN(N=C1C2)CC2=CC=CC=C2 (3-[4-amino-5-(2-benzyl-2H-indazol-6-yl)pyrrolo[2,1-f][1,2,4]triazin-7-yl]propan-1-ol), C(Br)(Br)(Br)Br (carbon tetrabromide), C1(=CC=CC=C1)P(C1=CC=CC=C1)C1=CC=CC=C1 (triphenylphosphine), CCOC(=O)C (EtOAc). Solvent: C1CCOC1 (THF). Reaction conditions: time 16 hour. Yields the product C(C1=CC=CC=C1)N1N=C2C=C(C=CC2=C1)C=1C=C(N2N=CN=C(C21)N)CCCBr (5-(2-Benzyl-2H-indazol-6-yl)-7-(3-bromopropyl)pyrrolo[2,1-f][1,2,4]triazin-4-ylamine). Yield: 62.3%. As a reaction SMILES: [NH2:1][C:2]1[C:7]2=[C:8]([C:15]3[CH:16]=[CH:17][C:18]4[C:22]([CH:23]=3)=[N:21][N:20]([CH2:24][C:25]3[CH:30]=[CH:29][CH:28]=[CH:27][CH:26]=3)[CH:19]=4)[CH:9]=[C:10]([CH2:11][CH2:12][CH2:13]O)[N:6]2[N:5]=[CH:4][N:3]=1.C(Br)(Br)(Br)[Br:32].C1(P(C2C=CC=CC=2)C2C=CC=CC=2)C=CC=CC=1.CCOC(C)=O>C1COCC1>[CH2:24]([N:20]1[CH:19]=[C:18]2[C:22]([CH:23]=[C:15]([C:8]3[CH:9]=[C:10]([CH2:11][CH2:12][CH2:13][Br:32])[N:6]4[C:7]=3[C:2]([NH2:1])=[N:3][CH:4]=[N:5]4)[CH:16]=[CH:17]2)=[N:21]1)[C:25]1[CH:30]=[CH:29][CH:28]=[CH:27][CH:26]=1. Procedure details: To a solution of 3-[4-amino-5-(2-benzyl-2H-indazol-6-yl)pyrrolo[2,1-f][1,2,4]triazin-7-yl]propan-1-ol (step 4, example 24, 3.40 g, 8.53 mmol) in anhydrous THF (85 mL) at 0° C. was added carbon tetrabromide (3.68 g, 11.0 mmol, 1.3 eq) and triphenylphosphine (2.46 g, 9.4 mmol, 1.1 eq), and the reaction mixture was stirred at RT for 16 h. The reaction was poured into EtOAc. The organic layer was washed with water and brine, dried over Na2SO4, filtered, and concentrated at reduced pressure. The crud...